From a dataset of the Open Reaction Database (ORD), a public repository of structured organic reaction records. describe an organic reaction: reactants, conditions, products, and yield Starting materials: COC=1C=C2C=CC=NC2=CC1C (6-methoxy-7-methylquinoline), C1CC(=O)N(C1=O)Br (NBS), [OH-].[K+] (KOH), ice water. The solvent is OS(=O)(=O)O (H2SO4). Conditions: temperature 15 celsius, time 3.5 hour. Product: BrC1=C2C=CC=NC2=CC(=C1OC)C (5-bromo-6-methoxy-7-methylquinoline). Yield: 171.2%. RXN SMILES: [CH3:1][O:2][C:3]1[CH:4]=[C:5]2[C:10](=[CH:11][C:12]=1[CH3:13])[N:9]=[CH:8][CH:7]=[CH:6]2.C1C(=O)N([Br:21])C(=O)C1.[OH-].[K+]>OS(O)(=O)=O>[Br:21][C:4]1[C:3]([O:2][CH3:1])=[C:12]([CH3:13])[CH:11]=[C:10]2[C:5]=1[CH:6]=[CH:7][CH:8]=[N:9]2 |f:2.3|. Procedure details: To the solution of 6-methoxy-7-methylquinoline (4.28 g, 24.6 mmol) in 50 mL of concentrated H2SO4 was added NBS (4.41 g, 14.6 mmol) at 15° C., and the reaction was stirred at 15° C. for 3.5 hours. The reaction mixture was poured into ice-water (600 mL). The aqueous mixture was adjusted with a 50% KOH solution to pH ˜10, and then extracted with DCM (3×). The combined extract was dried with sodium sulfate. Concentration under reduced pressure gave 5-bromo-6-methoxy-7-methylquinoline (6.3 g). LCMS-... Starting materials: BrN1C(N(C(NC1=O)=O)Br)=O (Dibromoisocyanuric acid), FC1=C(C=CC(=C1O)C=O)C1=CC=C(C=C1)F (2,4′-difluoro-3-hydroxybiphenyl-4-carbaldehyde). Run in CN(C)C=O (DMF). Conditions: time 3 hour. Product: BrC1=CC(=C(C(=C1C1=CC=C(C=C1)F)F)O)C=O (6-Bromo-2,4′-difluoro-3-hydroxybiphenyl-4-carbaldehyde). Isolated yield 122.3%. RXN SMILES: [Br:1]N1C(=O)NC(=O)N(Br)C1=O.[F:12][C:13]1[C:18]([OH:19])=[C:17]([CH:20]=[O:21])[CH:16]=[CH:15][C:14]=1[C:22]1[CH:27]=[CH:26][C:25]([F:28])=[CH:24][CH:23]=1>CN(C=O)C>[Br:1][C:15]1[C:14]([C:22]2[CH:27]=[CH:26][C:25]([F:28])=[CH:24][CH:23]=2)=[C:13]([F:12])[C:18]([OH:19])=[C:17]([CH:20]=[O:21])[CH:16]=1. Reported procedure: Dibromoisocyanuric acid (24.8 g) was added to a solution of 2,4′-difluoro-3-hydroxybiphenyl-4-carbaldehyde (33.7 g) in DMF (400 mL) at room temperature. The mixture was stirred at the same temperature under nitrogen atmosphere for 3 hours. The mixture was quenched with aqueous saturated sodium thiosulfate solution at room temperature and extracted with ethyl acetate. The organic layer was separated, washed with water and brine, dried over anhydrous magnesium sulfate and concentrated in vacuo. Th... The reactants are CCOC(=O)C(C)(C)Oc1ccc(Br)cc1C1NC(=O)CC(c2cccc(Cl)c2)C12C(=O)Nc1cc(Cl)ccc12, CO, [Na+], [OH-], O. Yields the product CC(C)(Oc1ccc(Br)cc1C1NC(=O)CC(c2cccc(Cl)c2)C12C(=O)Nc1cc(Cl)ccc12)C(=O)O. Reaction SMILES: [Br:1][c:2]1[cH:3][cH:4][c:5]([O:32][C:33]([CH3:34])([CH3:35])[C:36](=[O:37])[O:38][CH2:39][CH3:40])[c:6]([CH:8]2[NH:9][C:10](=[O:31])[CH2:11][CH:12]([c:24]3[cH:25][c:26]([Cl:30])[cH:27][cH:28][cH:29]3)[C:13]23[C:14](=[O:23])[NH:15][c:16]2[cH:17][c:18]([Cl:22])[cH:19][cH:20][c:21]23)[cH:7]1.[CH3:43][OH:44].[Na+:42].[OH-:41].[OH2:45]>>[Br:1][c:2]1[cH:3][cH:4][c:5]([O:32][C:33]([CH3:34])([CH3:35])[C:36](=[O:37])[OH:38])[c:6]([CH:8]2[NH:9][C:10](=[O:31])[CH2:11][CH:12]([c:24]3[cH:25][c:26]([Cl:30])[cH:27][cH:28][cH:29]3)[C:13]23[C:14](=[O:23])[NH:15][c:16]2[cH:17][c:18]([Cl:22])[cH:19][cH:20][c:21]23)[cH:7]1. The reactants are [OH-].[Na+] (sodium hydroxide), ClC1=CC(=C(NC(C)=O)C=C1N1C(N(C(NC1=O)=O)CC#C)=O)F (4'-chloro-2'-fluoro-5'-[hexahydro-2,4,6-trioxo-3-(2-propynyl)-s-triazin-1-yl]acetanilide), Cl (hydrochloric acid), C(C)(=O)OCC (ethyl acetate). Run in C(C)O (ethanol). The product is NC=1C(=CC(=C(C1)N1C(N(C(NC1=O)=O)CC#C)=O)Cl)F (1-(5-Amino-2-chloro-4-fluorophenyl)-3-(2-propynyl)-s-triazine-2,4,6-(1H, 3H, 5H)-trione). The yield is 82.2%. As a reaction SMILES: [Cl:1][C:2]1[C:11]([N:12]2[C:17](=[O:18])[NH:16][C:15](=[O:19])[N:14]([CH2:20][C:21]#[CH:22])[C:13]2=[O:23])=[CH:10][C:5]([NH:6]C(=O)C)=[C:4]([F:24])[CH:3]=1.Cl.C(OCC)(=O)C.[OH-].[Na+]>C(O)C>[NH2:6][C:5]1[C:4]([F:24])=[CH:3][C:2]([Cl:1])=[C:11]([N:12]2[C:17](=[O:18])[NH:16][C:15](=[O:19])[N:14]([CH2:20][C:21]#[CH:22])[C:13]2=[O:23])[CH:10]=1 |f:3.4|. Procedure: A mixture of 4'-chloro-2'-fluoro-5'-[hexahydro-2,4,6-trioxo-3-(2-propynyl)-s-triazin-1-yl]acetanilide (3.00 g, 8.5 mmol), and 3N hydrochloric acid (25 mL) in ethanol (50 mL) is refluxed for 3 hours, cooled to room temperature, and poured into ethyl acetate. 3N sodium hydroxide solution (25 mL) is added to the organic solution, and the phases are separated. The organic phase is washed sequentially with saturated sodium hydrogen carbonate solution and brine, and concentrated in vacuo to give the t... Reactants: C(Br)(Br)(Br)Br (carbon tetrabromide), C1(=CC=CC=C1)P(C1=CC=CC=C1)C1=CC=CC=C1 (triphenylphosphine), solution, OCC#CC1=CC=C(C(=O)OCC)C=C1 (ethyl 4-(3-hydroxy-1-propynyl)benzoate), O (water). The solvent is C(Cl)Cl (methylene chloride). Conditions: time 13 hour. Product: BrCC#CC1=CC=C(C(=O)OCC)C=C1 (Ethyl 4-(3-bromo-1-propynyl)benzoate). Yield: 109.2%. As a reaction SMILES: [C:1]([Br:5])(Br)(Br)Br.C1(P(C2C=CC=CC=2)C2C=CC=CC=2)C=CC=CC=1.OC[C:27]#[C:28][C:29]1[CH:39]=[CH:38][C:32]([C:33]([O:35][CH2:36][CH3:37])=[O:34])=[CH:31][CH:30]=1.O>C(Cl)Cl>[Br:5][CH2:1][C:27]#[C:28][C:29]1[CH:39]=[CH:38][C:32]([C:33]([O:35][CH2:36][CH3:37])=[O:34])=[CH:31][CH:30]=1. Reported procedure: 1.7 g of carbon tetrabromide and 1.15 g of triphenylphosphine were added to 10 ml of a solution of 0.70 g of ethyl 4-(3-hydroxy-1-propynyl)benzoate in methylene chloride at room temperature. The obtained mixture was stirred at that temperature for 13 hours, followed by the addition thereto of 20 ml of water. The obtained mixture was extracted with ethyl acetate. The organic phase was washed with a saturated aqueous solution of common salt, dried over anhydrous magnesium sulfate and distilled to ... The reactants are C=CCOC(=O)C1=C(SC2CC(CCCn3ccnc3)N(C(=O)OCC=C)C2)C(C)C2C(C(C)O)C(=O)N12, CI, CC(C)=O. Product: C=CCOC(=O)C1=C(SC2CC(CCC[n+]3ccn(C)c3)N(C(=O)OCC=C)C2)C(C)C2C(C(C)O)C(=O)N12, [I-]. RXN SMILES: [CH2:1]([CH:2]=[CH2:3])[O:4][C:5](=[O:6])[N:7]1[CH:8]([CH2:31][CH2:32][CH2:33][n:34]2[cH:35][n:36][cH:37][cH:38]2)[CH2:9][CH:10]([S:12][C:13]2=[C:14]([C:25](=[O:26])[O:27][CH2:28][CH:29]=[CH2:30])[N:15]3[C:16](=[O:24])[CH:17]([CH:21]([CH3:22])[OH:23])[CH:18]3[CH:19]2[CH3:20])[CH2:11]1.[CH3:39][I:40].[CH3:41][C:42](=[O:43])[CH3:44]>>[CH2:1]([CH:2]=[CH2:3])[O:4][C:5](=[O:6])[N:7]1[CH:8]([CH2:31][CH2:32][CH2:33][n+:34]2[cH:35][n:36]([CH3:39])[cH:37][cH:38]2)[CH2:9][CH:10]([S:12][C:13]2=[C:14]([C:25](=[O:26])[O:27][CH2:28][CH:29]=[CH2:30])[N:15]3[C:16](=[O:24])[CH:17]([CH:21]([CH3:22])[OH:23])[CH:18]3[CH:19]2[CH3:20])[CH2:11]1.[I-:40].